This data is from the Open Reaction Database (ORD), a public repository of structured organic reaction records. The task is: describe an organic reaction: reactants, conditions, products, and yield The reactants are ClC(=O)C1=CC=C(C(=O)[O-])C=C1 (4-(chlorocarbonyl)benzoate), C(C1=CC=CC=C1)NCC1=CC=C(C=C1)OC (N-benzyl-1-(4-methoxyphenyl)methanamine). The product is C(C1=CC=CC=C1)N(C(=O)C1=CC=C(C(=O)O)C=C1)CC1=CC=C(C=C1)OC (4-(benzyl(4-methoxybenzyl)carbamoyl)benzoic acid). RXN SMILES: Cl[C:2]([C:4]1[CH:12]=[CH:11][C:7]([C:8]([O-:10])=[O:9])=[CH:6][CH:5]=1)=[O:3].[CH2:13]([NH:20][CH2:21][C:22]1[CH:27]=[CH:26][C:25]([O:28][CH3:29])=[CH:24][CH:23]=1)[C:14]1[CH:19]=[CH:18][CH:17]=[CH:16][CH:15]=1>>[CH2:13]([N:20]([CH2:21][C:22]1[CH:27]=[CH:26][C:25]([O:28][CH3:29])=[CH:24][CH:23]=1)[C:2]([C:4]1[CH:12]=[CH:11][C:7]([C:8]([OH:10])=[O:9])=[CH:6][CH:5]=1)=[O:3])[C:14]1[CH:15]=[CH:16][CH:17]=[CH:18][CH:19]=1. Procedure details: Prepared as in example 5-27 from 4-(chlorocarbonyl)benzoate and N-benzyl-1-(4-methoxyphenyl)methanamine. 1H NMR (400 MHz, DMSO-d6): δ, ppm: 3.72 (d, J=7.6 Hz, 3H), 4.26 (s, 1H), 4.30 (s, 1H), 4.50 (s, 1H), 4.55 (s, 1H), 6.89 (m, 2H), 7.02 (m, 1H), 7.10 (m, 1H), 7.10 (m, 1H), 7.20 (m, 1H), 7.28 (m, 4H), 7.55 (m, 2H), 7.96 (m, 2H), 13.13 (s, 1H). Reactants: COc1cnc(-c2ccc(OCc3ccccc3)cc2)nc1, Cl, [Na+], [OH-], O, OCCOCCO. Yields the product Oc1cnc(-c2ccc(OCc3ccccc3)cc2)nc1. RXN SMILES: [CH3:1][O:2][c:3]1[cH:4][n:5][c:6](-[c:9]2[cH:10][cH:11][c:12]([O:15][CH2:16][c:17]3[cH:18][cH:19][cH:20][cH:21][cH:22]3)[cH:13][cH:14]2)[n:7][cH:8]1.[ClH:32].[Na+:24].[OH-:23].[OH2:33].[OH:25][CH2:26][CH2:27][O:28][CH2:29][CH2:30][OH:31]>>[OH:2][c:3]1[cH:4][n:5][c:6](-[c:9]2[cH:10][cH:11][c:12]([O:15][CH2:16][c:17]3[cH:18][cH:19][cH:20][cH:21][cH:22]3)[cH:13][cH:14]2)[n:7][cH:8]1. Starting materials: N[C@@H](CCS)C(=O)O (Hcy), Br-, filtrate, Na citrate, [K+].[Br-] (KBr), N[C@@H](CCS)C(=O)O (Hcy), S(=S)(=O)([O-])[O-] (thiosulfate), C=1C=CC(=C(C1)C2=C3C=CC(=O)C=C3OC4=C2C=CC(=C4)O)C(=O)O (fluorescein), CC=1C=CC(=CC1)S(=O)(=O)NCl (chloramine T), 1-homocysteine thiolactone. Solvent: O (H2O), C(=O)([O-])[O-].[Na+].[Na+] (Na2CO3), [OH-].[Na+] (NaOH), Na phosphate, Na phosphate. Run at time 10 minute. Product: 1-homocysteine, [Br-] (Bromide), N[C@@H](CCS)C(=O)O (Hcy). As a reaction SMILES: [K+].[Br-:2].C1C=CC(C(O)=O)=C(C2C3C=CC(O)=CC=3OC3C=2C=CC(C=3)=O)C=1.CC1C=CC(S(NCl)(=O)=O)=CC=1.S([O-])([O-])(=O)=S.[NH2:45][C@H:46]([C:50]([OH:52])=[O:51])[CH2:47][CH2:48][SH:49]>[OH-].[Na+].O.C([O-])([O-])=O.[Na+].[Na+]>[Br-:2].[NH2:45][C@H:46]([C:50]([OH:52])=[O:51])[CH2:47][CH2:48][SH:49] |f:0.1,6.7,9.10.11|. Reported procedure: Hcy was further reacted with the BABA-activated BSA solutions prepared above. 20 mM 1-homocysteine was prepared by dissolving 1.5 mg of 1-homocysteine thiolactone in 0.5 ml 1M NaOH, incubating 10 minutes at 37° C. and finally diluting with 2.0 ml Na phosphate, pH 7.0, and 2.5 ml Na phosphate, pH 6.0 (final pH 7). Both BSA solutions prepared above were diluted to 4.0 ml with H2O and 1.0 ml of the Hcy solution was added to each and incubated overnight. The reactions were concentrated on a Centrico... Starting materials: O (water), CC1(CC2=CC=CC(=C2O1)OC(=O)NC)C (carbofuran), O1CCN(CC1)SCl (morpholinosulfenyl chloride), Cl.N1=CC=CC=C1 (pyridine hydrochloride). Run in N1=CC=CC=C1 (pyridine). Conditions: time 18 hour. Yields the product CN(C(OC1=CC=CC=2CC(OC21)(C)C)=O)SN2CCOCC2 (2,3-dihydro-2,2-dimethyl-7-benzofuranyl (methyl)(morpholinosulfenyl)carbamate). Yield: 60.4%. As a reaction SMILES: [CH3:1][C:2]1([CH3:16])[O:10][C:9]2[C:4](=[CH:5][CH:6]=[CH:7][C:8]=2[O:11][C:12]([NH:14][CH3:15])=[O:13])[CH2:3]1.[O:17]1[CH2:22][CH2:21][N:20]([S:23]Cl)[CH2:19][CH2:18]1.Cl.N1C=CC=CC=1.O>N1C=CC=CC=1>[CH3:15][N:14]([S:23][N:20]1[CH2:21][CH2:22][O:17][CH2:18][CH2:19]1)[C:12](=[O:13])[O:11][C:8]1[C:9]2[O:10][C:2]([CH3:16])([CH3:1])[CH2:3][C:4]=2[CH:5]=[CH:6][CH:7]=1 |f:2.3|. Procedure details: A mixture of 6.6 g of carbofuran and 4.8 g of morpholinosulfenyl chloride in 40 ml of pyridine was allowed to stand at room temperature for about 18 hours. The mixture, which contained solid pyridine hydrochloride, was poured into water and the aqueous mixture extracted with diethyl ether. The ether extract was washed with dilute acid, then with water and with saturated sodium chloride solution and dried. Evaporation of the ether gave 6.1 g of 2,3-dihydro-2,2-dimethyl-7-benzofuranyl (methyl)(mor... The reactants are O=C1CCC(=O)N1Br, CCN(C=O)c1nc2ccc(C)cc2o1, CCOC(C)=O, c1ccccc1. Yields the product CCN(C=O)c1nc2ccc(CBr)cc2o1. Reaction SMILES: [Br:16][N:17]1[C:18](=[O:19])[CH2:20][CH2:21][C:22]1=[O:23].[CH2:1]([CH3:2])[N:3]([CH:4]=[O:5])[c:6]1[o:7][c:8]2[c:9]([n:10]1)[cH:11][cH:12][c:13]([CH3:15])[cH:14]2.[CH3:24][CH2:25][O:26][C:27](=[O:28])[CH3:29].[cH:30]1[cH:31][cH:32][cH:33][cH:34][cH:35]1>>[CH2:1]([CH3:2])[N:3]([CH:4]=[O:5])[c:6]1[o:7][c:8]2[c:9]([n:10]1)[cH:11][cH:12][c:13]([CH2:15][Br:16])[cH:14]2. Reactants: COC(=O)c1ccc(NC(=O)N2CCC(c3ccccc3F)C(CN(C(=O)OC(C)(C)C)C(C)c3cccc4ccccc34)C2)c(Cl)c1, CO, Cl, [Na+], [OH-]. The product is CC(c1cccc2ccccc12)N(CC1CN(C(=O)Nc2ccc(C(=O)O)cc2Cl)CCC1c1ccccc1F)C(=O)OC(C)(C)C. RXN SMILES: [C:1]([CH3:2])([CH3:3])([CH3:4])[O:5][C:6](=[O:7])[N:8]([CH:9]([CH3:10])[c:11]1[cH:12][cH:13][cH:14][c:15]2[cH:16][cH:17][cH:18][cH:19][c:20]12)[CH2:21][CH:22]1[CH2:23][N:24]([C:35](=[O:36])[NH:37][c:38]2[c:39]([Cl:48])[cH:40][c:41]([C:42](=[O:43])[O:44][CH3:45])[cH:46][cH:47]2)[CH2:25][CH2:26][CH:27]1[c:28]1[c:29]([F:34])[cH:30][cH:31][cH:32][cH:33]1.[CH3:52][OH:53].[ClH:51].[Na+:50].[OH-:49]>>[C:1]([CH3:2])([CH3:3])([CH3:4])[O:5][C:6](=[O:7])[N:8]([CH:9]([CH3:10])[c:11]1[cH:12][cH:13][cH:14][c:15]2[cH:16][cH:17][cH:18][cH:19][c:20]12)[CH2:21][CH:22]1[CH2:23][N:24]([C:35](=[O:36])[NH:37][c:38]2[c:39]([Cl:48])[cH:40][c:41]([C:42](=[O:43])[OH:44])[cH:46][cH:47]2)[CH2:25][CH2:26][CH:27]1[c:28]1[c:29]([F:34])[cH:30][cH:31][cH:32][cH:33]1. The reactants are CS(=O)(=O)Cl (Methyl sulphonyl chloride), COC1=CC=C(C=C1)C(CC)O (p-methoxyphenylpropanol), N1=CC=CC=C1 (pyridine). Run in ClCCl (dichloromethane), ClCCl (dichloromethane). Conditions: temperature 0 celsius. Yields the product COC1=CC=C(C=C1)CCCO (3-(4-methoxyphenyl)propan-1-ol), CS(=O)(=O)[O-] (methane sulphonate). Yield: 421.2%. Reaction SMILES: [CH3:1][S:2](Cl)(=[O:4])=[O:3].[CH3:6][O:7][C:8]1[CH:13]=[CH:12][C:11]([CH:14](O)[CH2:15][CH3:16])=[CH:10][CH:9]=1.N1C=CC=CC=1>ClCCl>[CH3:6][O:7][C:8]1[CH:13]=[CH:12][C:11]([CH2:14][CH2:15][CH2:16][OH:3])=[CH:10][CH:9]=1.[CH3:1][S:2]([O-:4])(=[O:7])=[O:3]. Procedure: Methyl sulphonyl chloride (12.5 g, 0.11M) was added dropwise to a stirred solution of p-methoxyphenylpropanol (16.6 g, 0.10M) in dichloromethane (60 ml)/pyridine (20 ml) at 0° C. The reaction mixture was maintained at 0° C. for 12 hours, then diluted with dichloromethane (250 ml) and washed with hydrochlorid acid (5×50 ml of 5M.1-1). The solution was washed with water, dried (MgS04) and the solvent was evaporated off under reduced pressure to give 3-(4-methoxyphenyl)propan-1-ol, methane sulphona...